describe an organic reaction: reactants, conditions, products, and yield From a dataset of the Open Reaction Database (ORD), a public repository of structured organic reaction records. The reactants are CCN(CC)S(=O)(=O)c1ccccc1S(=O)(=O)N=C=O, C1CN2CCN1CC2, CO, CC#N, COc1cc(C)nc(N)n1. The product is CCN(CC)S(=O)(=O)c1ccccc1S(=O)(=O)NC(=O)Nc1nc(C)cc(OC)n1. Reaction SMILES: [CH2:11]([CH3:12])[N:13]([S:14](=[O:15])(=[O:16])[c:17]1[c:18]([S:23](=[O:24])(=[O:25])[N:26]=[C:27]=[O:28])[cH:19][cH:20][cH:21][cH:22]1)[CH2:29][CH3:30].[CH2:31]1[N:32]2[CH2:33][CH2:34][N:35]([CH2:36][CH2:37]2)[CH2:38]1.[CH3:39][OH:40].[CH3:41][C:42]#[N:43].[NH2:1][c:2]1[n:3][c:4]([CH3:10])[cH:5][c:6]([O:8][CH3:9])[n:7]1>>[NH:1]([c:2]1[n:3][c:4]([CH3:10])[cH:5][c:6]([O:8][CH3:9])[n:7]1)[C:27]([NH:26][S:23]([c:18]1[c:17]([S:14]([N:13]([CH2:11][CH3:12])[CH2:29][CH3:30])(=[O:15])=[O:16])[cH:22][cH:21][cH:20][cH:19]1)(=[O:24])=[O:25])=[O:28]. The reactants are FC(S(=O)(=O)[O-])(F)F.C[N+]1=CN(C=C1)S(N(C1CCOCC1)C)(=O)=O (1-methyl-3-[methyl-(tetrahydro-pyran-4-yl)-sulfamoyl]-3H-imidazol-1-ium trifluoromethanesulfonate), [C@H]1(CCC2=CC=CC=C12)NC1=NC2=CC=C(C=C2C=C1)N ((R)—N2-indan-1-yl-quinoline-2,6-diamine). Yields the product [C@H]1(CCC2=CC=CC=C12)NC1=NC2=CC=C(C=C2C=C1)NS(=O)(=O)N(C1CCOCC1)C (N′-{2-[(1R)-2,3-dihydro-1H-inden-1-ylamino]quinolin-6-yl}-N-methyl-N-(tetrahydro-2H-pyran-4-yl)sulfamide). Reaction SMILES: FC(F)(F)S([O-])(=O)=O.C[N+]1[CH:14]=[CH:13][N:12]([S:15](=[O:25])(=[O:24])[N:16]([CH3:23])[CH:17]2[CH2:22][CH2:21][O:20][CH2:19][CH2:18]2)C=1.[C@H:26]1([NH:35][C:36]2[CH:45]=[CH:44][C:43]3[C:38](=[CH:39][CH:40]=C(N)C=3)[N:37]=2)[C:34]2[C:29](=[CH:30][CH:31]=[CH:32][CH:33]=2)[CH2:28][CH2:27]1>>[C@H:26]1([NH:35][C:36]2[CH:45]=[CH:44][C:43]3[C:38](=[CH:39][CH:40]=[C:13]([NH:12][S:15]([N:16]([CH3:23])[CH:17]4[CH2:18][CH2:19][O:20][CH2:21][CH2:22]4)(=[O:24])=[O:25])[CH:14]=3)[N:37]=2)[C:34]2[C:29](=[CH:30][CH:31]=[CH:32][CH:33]=2)[CH2:28][CH2:27]1 |f:0.1|. Procedure: The title compound was prepared in accordance with step C of the general method described in example 76 from 1-methyl-3-[methyl-(tetrahydro-pyran-4-yl)-sulfamoyl]-3H-imidazol-1-ium trifluoromethanesulfonate and (R)—N2-indan-1-yl-quinoline-2,6-diamine; MS: m/e=453.8 (M+H+). The reactants are C(=O)([O-])[O-].[Na+].[Na+] (Na2CO3), COC1=CC=C(C=C1)C=1NC=C(N1)C(F)(F)F (2-(p-methoxyphenyl)-4-(trifluoromethyl)-imidazole), BrBr (Br2). The solvent is C(Cl)(Cl)Cl (CHCl3), C(Cl)(Cl)Cl (CHCl3). Run at time 5 hour. Product: BrC=1N=C(NC1C(F)(F)F)C1=CC=C(C=C1)OC (4-Bromo-2-(p-methoxyphenyl)-5-trifluoromethyl-imidazole). Isolated yield 54.8%. As a reaction SMILES: [CH3:1][O:2][C:3]1[CH:8]=[CH:7][C:6]([C:9]2[NH:10][CH:11]=[C:12]([C:14]([F:17])([F:16])[F:15])[N:13]=2)=[CH:5][CH:4]=1.[Br:18]Br.C([O-])([O-])=O.[Na+].[Na+]>C(Cl)(Cl)Cl>[Br:18][C:11]1[N:10]=[C:9]([C:6]2[CH:5]=[CH:4][C:3]([O:2][CH3:1])=[CH:8][CH:7]=2)[NH:13][C:12]=1[C:14]([F:17])([F:15])[F:16] |f:2.3.4|. Procedure: To a solution of 7 (5 g, 0.025 mol) in CHCl3 (200 ml) was added dropwise a solution of Br2 (1.3 mol, d=3.1, 4.0 g, 0.25 mol) in 100 ml CHCl3. After the addition, the solution was stirred at room temperature for 5 h, poured onto saturated Na2CO3 solution, and separated. The aqueous layer was extracted with CHCl3 (3×). The organic layers were dried, filtered and concentrated to dryness. The residue was chromatographed on silica gel and the product eluted with CHCl3 to yield 4.4 g (65%) of 8. An an... The reactants are C(C)OC(C1=CC(=CC=C1)SC1=C(NC2=C(C(=CC=C12)Cl)F)C)=O (3-(6-chloro-7-fluoro-2-methyl-1H-indol-3-ylsulfanyl)-benzoic acid ethyl ester), C(C)N1N=C(C=C1)I (1-ethyl-3-iodo-1H-pyrazole). Yields the product C(C)OC(C1=CC(=CC=C1)SC1=C(N(C2=C(C(=CC=C12)Cl)F)C1=NN(C=C1)CC)C)=O (3-[6-Chloro-1-(1-ethyl-1H-pyrazol-3-yl)-7-fluoro-2-methyl-1H-indol-3-ylsulfanyl]-benzoic acid ethyl ester). RXN SMILES: [CH2:1]([O:3][C:4](=[O:24])[C:5]1[CH:10]=[CH:9][CH:8]=[C:7]([S:11][C:12]2[C:20]3[C:15](=[C:16]([F:22])[C:17]([Cl:21])=[CH:18][CH:19]=3)[NH:14][C:13]=2[CH3:23])[CH:6]=1)[CH3:2].[CH2:25]([N:27]1[CH:31]=[CH:30][C:29](I)=[N:28]1)[CH3:26]>>[CH2:1]([O:3][C:4](=[O:24])[C:5]1[CH:10]=[CH:9][CH:8]=[C:7]([S:11][C:12]2[C:20]3[C:15](=[C:16]([F:22])[C:17]([Cl:21])=[CH:18][CH:19]=3)[N:14]([C:29]3[CH:30]=[CH:31][N:27]([CH2:25][CH3:26])[N:28]=3)[C:13]=2[CH3:23])[CH:6]=1)[CH3:2]. Procedure details: Prepared according to the procedure described in Example 55, Step 2 using the following starting materials: 3-(6-chloro-7-fluoro-2-methyl-1H-indol-3-ylsulfanyl)-benzoic acid ethyl ester and 1-ethyl-3-iodo-1H-pyrazole.